Task: describe an organic reaction: reactants, conditions, products, and yield. Dataset: the Open Reaction Database (ORD), a public repository of structured organic reaction records Reactants: CC(C)C[Al+]CC(C)C, CON(C)C(=O)c1ccc(C)c(NC(=O)c2ccc(Nc3nc(-c4ccccc4)c4ccccc4n3)cc2)c1, CCOC(C)=O, ClCCl, [H-]. The product is Cc1ccc(C=O)cc1NC(=O)c1ccc(Nc2nc(-c3ccccc3)c3ccccc3n2)cc1. Reaction SMILES: [CH2:41]([Al+:42][CH2:43][CH:44]([CH3:45])[CH3:46])[CH:47]([CH3:48])[CH3:49].[CH3:1][N:2]([C:3]([c:4]1[cH:5][c:6]([NH:11][C:12](=[O:13])[c:14]2[cH:15][cH:16][c:17]([NH:20][c:21]3[n:22][c:23]4[cH:24][cH:25][cH:26][cH:27][c:28]4[c:29](-[c:31]4[cH:32][cH:33][cH:34][cH:35][cH:36]4)[n:30]3)[cH:18][cH:19]2)[c:7]([CH3:10])[cH:8][cH:9]1)=[O:37])[O:38][CH3:39].[CH3:50][CH2:51][O:52][C:53](=[O:54])[CH3:55].[Cl:56][CH2:57][Cl:58].[H-:40]>>[CH:3]([c:4]1[cH:5][c:6]([NH:11][C:12](=[O:13])[c:14]2[cH:15][cH:16][c:17]([NH:20][c:21]3[n:22][c:23]4[cH:24][cH:25][cH:26][cH:27][c:28]4[c:29](-[c:31]4[cH:32][cH:33][cH:34][cH:35][cH:36]4)[n:30]3)[cH:18][cH:19]2)[c:7]([CH3:10])[cH:8][cH:9]1)=[O:37]. The reactants are CCOC(=O)C1Cc2ccccc2CN1, Cl, [Na+], [OH-], O=[N+]([O-])O, O=S(=O)(O)O. Product: CCOC(=O)C1Cc2ccc([N+](=O)[O-])cc2CN1. RXN SMILES: [CH2:2]([CH3:3])[O:4][C:5](=[O:6])[CH:7]1[NH:8][CH2:9][c:10]2[cH:11][cH:12][cH:13][cH:14][c:15]2[CH2:16]1.[ClH:1].[Na+:27].[OH-:26].[OH:22][N+:23]([O-:24])=[O:25].[S:17](=[O:18])(=[O:19])([OH:20])[OH:21]>>[CH2:2]([CH3:3])[O:4][C:5](=[O:6])[CH:7]1[NH:8][CH2:9][c:10]2[cH:11][c:12]([N+:23](=[O:22])[O-:24])[cH:13][cH:14][c:15]2[CH2:16]1. The reactants are [S-]C#N.[K+] (potassium thiocyanate), C1(O)=CC(O)=CC=C1 (resorcinol), F (hydrofluoric acid). Reaction conditions: time 5 hour. The product is OC1=C(C(=S)N)C=CC(=C1)O (2,4-dihydroxy-thiobenzamide). Isolated yield 80.0%. As a reaction SMILES: [S-:1][C:2]#[N:3].[K+].[C:5]1([CH:12]=[CH:11][CH:10]=[C:8]([OH:9])[CH:7]=1)[OH:6].F>>[OH:6][C:5]1[CH:7]=[C:8]([OH:9])[CH:10]=[CH:11][C:12]=1[C:2]([NH2:3])=[S:1] |f:0.1|. Procedure details: At a temperature and in the manner as described in Example 1, 39 g of potassium thiocyanate (0.4 mol) and 38.5 g of resorcinol (0.35 mol) are stirred with 0.3 l of 98% hydrofluoric acid, and subsequently, the mixture is stirred for 5 hours at room temperature. 0.25 l of hydrofluoric acid are then distilled off, and the residue is mixed with a small amount of ice, which causes 47 g of 2,4-dihydroxy-thiobenzamide to crystallize. This corresponds to a yield of 80% of the theoretical yield, relative... Starting materials: B, O=C([O-])[O-], C=CC1CC1NC(=O)OC(C)(C)C, CCOC(C)=O, CO, ClC(Cl)Cl, [K+], [K+], [Na+], C1CCOC1, [OH-], OO. Yields the product CC(C)(C)OC(=O)NC1CC1CCO. RXN SMILES: [BH3:14].[C:19]([O-:20])(=[O:21])[O-:22].[C:1]([CH3:2])([CH3:3])([CH3:4])[O:5][C:6](=[O:7])[NH:8][CH:9]1[CH:10]([CH:12]=[CH2:13])[CH2:11]1.[CH3:30][CH2:31][O:32][C:33](=[O:34])[CH3:35].[CH3:40][OH:41].[CH:36]([Cl:37])([Cl:38])[Cl:39].[K+:23].[K+:24].[Na+:16].[O:25]1[CH2:26][CH2:27][CH2:28][CH2:29]1.[OH-:15].[OH:17][OH:18]>>[C:1]([CH3:2])([CH3:3])([CH3:4])[O:5][C:6](=[O:7])[NH:8][CH:9]1[CH:10]([CH2:12][CH2:13][OH:20])[CH2:11]1. As a reaction SMILES: [BrH:26].[C:20](=[O:21])([O-:22])[O-:23].[CH3:1][O:2][c:3]1[cH:4][cH:5][cH:6][c:7]2[cH:8][c:9](-[c:12]3[cH:13][cH:14][n:15][cH:16][cH:17]3)[o:10][c:11]12.[Na+:19].[Na+:24].[Na+:25].[OH-:18]>>[OH:2][c:3]1[cH:4][cH:5][cH:6][c:7]2[cH:8][c:9](-[c:12]3[cH:13][cH:14][n:15][cH:16][cH:17]3)[o:10][c:11]12. Starting materials: Br, O=C([O-])[O-], COc1cccc2cc(-c3ccncc3)oc12, [Na+], [Na+], [Na+], [OH-]. Product: Oc1cccc2cc(-c3ccncc3)oc12. Starting materials: COc1cc2nccc(Oc3ccc4c(N)cccc4c3)c2cc1OC, O=S(=O)(Cl)c1ccccc1, c1ccncc1. Product: COc1cc2nccc(Oc3ccc4c(NS(=O)(=O)c5ccccc5)cccc4c3)c2cc1OC. RXN SMILES: [CH3:1][O:2][c:3]1[cH:4][c:5]2[c:6]([O:15][c:16]3[cH:17][c:18]4[cH:19][cH:20][cH:21][c:22]([NH2:26])[c:23]4[cH:24][cH:25]3)[cH:7][cH:8][n:9][c:10]2[cH:11][c:12]1[O:13][CH3:14].[c:27]1([S:33](=[O:34])(=[O:35])[Cl:36])[cH:28][cH:29][cH:30][cH:31][cH:32]1.[cH:37]1[cH:38][cH:39][n:40][cH:41][cH:42]1>>[CH3:1][O:2][c:3]1[cH:4][c:5]2[c:6]([O:15][c:16]3[cH:17][c:18]4[cH:19][cH:20][cH:21][c:22]([NH:26][S:33]([c:27]5[cH:28][cH:29][cH:30][cH:31][cH:32]5)(=[O:34])=[O:35])[c:23]4[cH:24][cH:25]3)[cH:7][cH:8][n:9][c:10]2[cH:11][c:12]1[O:13][CH3:14].